From a dataset of the Open Reaction Database (ORD), a public repository of structured organic reaction records. describe an organic reaction: reactants, conditions, products, and yield The product is COCC(C)(C)c1ccc([N+](=O)[O-])cc1. The reactants are C1CCOC1, CI, CC(C)(CO)c1ccc([N+](=O)[O-])cc1, [H-], [Na+], O. As a reaction SMILES: [CH2:20]1[O:21][CH2:22][CH2:23][CH2:24]1.[CH3:17][I:18].[CH3:1][C:2]([CH2:3][OH:4])([CH3:5])[c:6]1[cH:7][cH:8][c:9]([N+:12](=[O:13])[O-:14])[cH:10][cH:11]1.[H-:16].[Na+:15].[OH2:19]>>[CH3:1][C:2]([CH2:3][O:4][CH3:17])([CH3:5])[c:6]1[cH:7][cH:8][c:9]([N+:12](=[O:13])[O-:14])[cH:10][cH:11]1.